From a dataset of the Open Reaction Database (ORD), a public repository of structured organic reaction records. describe an organic reaction: reactants, conditions, products, and yield The reactants are ClC=1C(=CC2=C(N(C(=N2)C)CC)C1)[N+](=O)[O-] (6-chloro-1-ethyl-2-methyl-5-nitro-1H-benzo[d]imidazole), C([O-])([O-])=O.[K+].[K+] (potassium carbonate), C1=NC=CC=2C(=CC=CC12)S (5-Isoquinolinethiol). Solvent: CN(C)C=O (DMF). Reaction conditions: temperature 130 celsius, time 6 hour. The product is C(C)N1C(=NC2=C1C=C(C(=C2)[N+](=O)[O-])SC2=C1C=CN=CC1=CC=C2)C (1-ethyl-6-(5-isoquinolylsulfanyl)-2-methyl-5-nitro-1H-benzo[d]imidazole). Yield: 36.3%. Reaction SMILES: [CH:1]1[C:10]2[CH:9]=[CH:8][CH:7]=[C:6]([SH:11])[C:5]=2[CH:4]=[CH:3][N:2]=1.Cl[C:13]1[C:14]([N+:25]([O-:27])=[O:26])=[CH:15][C:16]2[N:20]=[C:19]([CH3:21])[N:18]([CH2:22][CH3:23])[C:17]=2[CH:24]=1.C(=O)([O-])[O-].[K+].[K+]>CN(C=O)C>[CH2:22]([N:18]1[C:17]2[CH:24]=[C:13]([S:11][C:6]3[CH:7]=[CH:8][CH:9]=[C:10]4[C:5]=3[CH:4]=[CH:3][N:2]=[CH:1]4)[C:14]([N+:25]([O-:27])=[O:26])=[CH:15][C:16]=2[N:20]=[C:19]1[CH3:21])[CH3:23] |f:2.3.4|. Reported procedure: 5-Isoquinolinethiol 500 mg (3.1 mmol) was dissolved in DMF 20 ml, 6-chloro-1-ethyl-2-methyl-5-nitro-1H-benzo[d]imidazole 910 mg (3.1 mmol) and potassium carbonate 1.29 g (9.3 mmol) were added, and the mixture was stirred for 6 hours at 130° C. The reaction mixture was concentrated under reduced pressure, the residue was crystallized with ethyl acetate, and 1-ethyl-6-(5-isoquinolylsulfanyl)-2-methyl-5-nitro-1H-benzo[d]imidazole 410 mg (35.8%) was obtained. The reactants are C1CCCCC1 (cyclohexane), C1(C=CCC=C1)[Si](C)(C)C (Cyclohexa-2,5-dien-1-yl(trimethyl)silane), C[N+]1(CCOCC1)[O-] (NMO), [O-]S(=O)[O-].[Na+].[Na+] (Na2SO3). The reagents and catalysts are O=[Os](=O)(=O)=O (OsO4). Solvent: CCOC(=O)C (EtOAc), O (H2O), CC(=O)C (acetone), O (water). Product: C[Si](C)(C)C1(C(CC=CC1)O)O ((Trimethylsilyl)cyclohexane-4-ene-1,2,diol). Isolated yield 95.0%. RXN SMILES: C1([Si:7]([CH3:10])([CH3:9])[CH3:8])C=CCC=C1.C[N+]1([O-])[CH2:17][CH2:16][O:15]CC1.[O-:19]S([O-])=O.[Na+].[Na+].[CH2:25]1CC[CH2:28][CH2:27][CH2:26]1>CC(C)=O.O.O=[Os](=O)(=O)=O.CCOC(C)=O>[CH3:10][Si:7]([C:16]1([OH:15])[CH2:17][CH:28]=[CH:27][CH2:26][CH:25]1[OH:19])([CH3:8])[CH3:9] |f:2.3.4|. Procedure details: The allylsilane of Example 25 (0.74 g, 4.9 mmol, 1 eq.) was added to a stirring solution of NMO.H2O (2 g, 14.8 mmol, 3 eq.) and OsO4 (100 μL, 0.25 mmol, 0.05 eq.) in acetone (200 mL) and water (50 mL). The reaction was strirred at room temperature overnight before Na2SO3 (0.25 g) was added and the acetone removed in vacuo. The aqueous layer was extracted with EtOAc (3×100 mL) and the combined organic layers were washed with brine, dried over MgSO4 and the solvent removed in vacuo. Column chromat... Starting materials: CCC(=O)C1=CC(=C(C=C1)O)O (3,4-dihydroxypropiophenone), ClC(C1=CC=CC=C1)(C1=CC=CC=C1)Cl (dichlorodiphenylmethane), [OH-].[Na+] (sodium hydroxide). Conditions: temperature 170 celsius. Product: C1(=CC=CC=C1)C1(OC2=C(O1)C=CC(=C2)C(CC)=O)C2=CC=CC=C2 (1-(2,2-Diphenyl-benzo(1,3)dioxol-5-yl)-propan-1-one). Reaction SMILES: [CH3:1][CH2:2][C:3]([C:5]1[CH:10]=[CH:9][C:8]([OH:11])=[C:7]([OH:12])[CH:6]=1)=[O:4].Cl[C:14](Cl)([C:21]1[CH:26]=[CH:25][CH:24]=[CH:23][CH:22]=1)[C:15]1[CH:20]=[CH:19][CH:18]=[CH:17][CH:16]=1.[OH-].[Na+]>>[C:15]1([C:14]2([C:21]3[CH:22]=[CH:23][CH:24]=[CH:25][CH:26]=3)[O:11][C:8]3[CH:9]=[CH:10][C:5]([C:3](=[O:4])[CH2:2][CH3:1])=[CH:6][C:7]=3[O:12]2)[CH:20]=[CH:19][CH:18]=[CH:17][CH:16]=1 |f:2.3|. Procedure: A mixture of 3,4-dihydroxypropiophenone (ICN Biomedicals, Inc., 3300 Hyland Ave., Costa Mesa, Calif., 92626, USA, 5.0 g, 30 mmol) and dichlorodiphenylmethane (10.0 mL, 52.1 mmol) was heated for 7 min at 170° C. The reaction was cooled and poured into 1 N sodium hydroxide. The mixture was extracted with ether (2×) and the combined extracts were washed with water and brine. The organic layer was dried over magnesium sulfate and concentrated. The residue was flash chromatographed on silica gel (2×5... Starting materials: CCN1CCOCC1, CCCP(=O)(O)O, [NH-]Cc1ccccc1, CSCCC(N)C(=O)O, CC#N, ClCCl, O=C(CN1CCCC1C(=O)O)c1ccc(-c2ccccc2)cc1. Product: CSCCC(N)C(=O)O. As a reaction SMILES: [CH2:24]([N:25]1[CH2:26][CH2:27][O:28][CH2:29][CH2:30]1)[CH3:31].[CH2:32]([P:33](=[O:34])([OH:35])[OH:36])[CH2:37][CH3:38].[CH2:51]([NH-:52])[c:53]1[cH:54][cH:55][cH:56][cH:57][cH:58]1.[CH3:42][S:43][CH2:44][CH2:45][CH:46]([NH2:47])[C:48]([OH:49])=[O:50].[CH3:59][C:60]#[N:61].[Cl:39][CH2:40][Cl:41].[c:1]1(-[c:2]2[cH:3][cH:4][cH:5][cH:6][cH:7]2)[cH:8][cH:9][c:10]([C:11](=[O:12])[CH2:13][N:14]2[CH2:15][CH2:16][CH2:17][CH:18]2[C:19]([OH:20])=[O:21])[cH:22][cH:23]1>>[CH3:42][S:43][CH2:44][CH2:45][CH:46]([NH2:47])[C:48](=[O:49])[OH:50]. Reaction SMILES: [CH3:14][Si:15]([c:16]1[cH:17][cH:18][c:19]([NH2:20])[cH:21][cH:22]1)([CH3:23])[CH3:24].[CH3:25][c:26]1[cH:27][cH:28][cH:29][cH:30][cH:31]1.[F:1][c:2]1[c:3]([C:4](=[O:5])[N:6]=[C:7]=[O:8])[c:9]([F:13])[cH:10][cH:11][cH:12]1>>[F:1][c:2]1[c:3]([C:4](=[O:5])[NH:6][C:7](=[O:8])[NH:20][c:19]2[cH:18][cH:17][c:16]([Si:15]([CH3:14])([CH3:23])[CH3:24])[cH:22][cH:21]2)[c:9]([F:13])[cH:10][cH:11][cH:12]1. Starting materials: C[Si](C)(C)c1ccc(N)cc1, Cc1ccccc1, O=C=NC(=O)c1c(F)cccc1F. The product is C[Si](C)(C)c1ccc(NC(=O)NC(=O)c2c(F)cccc2F)cc1.